Dataset: the Open Reaction Database (ORD), a public repository of structured organic reaction records. Task: describe an organic reaction: reactants, conditions, products, and yield The reactants are N#Cc1ccc(CBr)cc1, CCOC(C)=O, COC(=O)C(Cc1c(C)cc(O)cc1C)NC(=O)OC(C)(C)C, ClCCl, [H-], [Na+], O. Product: COC(=O)C(Cc1c(C)cc(OCc2ccc(C#N)cc2)cc1C)NC(=O)OC(C)(C)C. As a reaction SMILES: [Br:26][CH2:27][c:28]1[cH:29][cH:30][c:31]([C:34]#[N:35])[cH:32][cH:33]1.[CH3:36][CH2:37][O:38][C:39](=[O:40])[CH3:41].[CH3:3][O:4][C:5]([CH:6]([NH:7][C:8](=[O:9])[O:10][C:11]([CH3:12])([CH3:13])[CH3:14])[CH2:15][c:16]1[c:17]([CH3:24])[cH:18][c:19]([OH:23])[cH:20][c:21]1[CH3:22])=[O:25].[Cl:42][CH2:43][Cl:44].[H-:2].[Na+:1].[OH2:45]>>[CH3:3][O:4][C:5]([CH:6]([NH:7][C:8](=[O:9])[O:10][C:11]([CH3:12])([CH3:13])[CH3:14])[CH2:15][c:16]1[c:17]([CH3:24])[cH:18][c:19]([O:23][CH2:27][c:28]2[cH:29][cH:30][c:31]([C:34]#[N:35])[cH:32][cH:33]2)[cH:20][c:21]1[CH3:22])=[O:25]. Starting materials: [BH4-], CCC(=O)CC, CO, CC(C)[O-], CC(C)[O-], CC(C)[O-], CC(C)[O-], CC(=O)O, ClCCl, CC(=O)NC1CCC2(CCNCC2)c2ccccc21, [Na+], [Ti+4]. Yields the product CCC(CC)N1CCC2(CCC(NC(C)=O)c3ccccc32)CC1. RXN SMILES: [BH4-:26].[CH3:20][CH2:21][C:22]([CH2:23][CH3:24])=[O:25].[CH3:28][OH:29].[CH3:33][CH:34]([CH3:35])[O-:36].[CH3:38][CH:39]([CH3:40])[O-:41].[CH3:42][CH:43]([CH3:44])[O-:45].[CH3:46][CH:47]([CH3:48])[O-:49].[CH3:50][C:51](=[O:52])[OH:53].[Cl:30][CH2:31][Cl:32].[NH:1]1[CH2:2][CH2:3][C:4]2([CH2:5][CH2:6][CH:7]([NH:14][C:15]([CH3:16])=[O:17])[c:8]3[cH:9][cH:10][cH:11][cH:12][c:13]32)[CH2:18][CH2:19]1.[Na+:27].[Ti+4:37]>>[N:1]1([CH:22]([CH2:21][CH3:20])[CH2:23][CH3:24])[CH2:2][CH2:3][C:4]2([CH2:5][CH2:6][CH:7]([NH:14][C:15]([CH3:16])=[O:17])[c:8]3[cH:9][cH:10][cH:11][cH:12][c:13]32)[CH2:18][CH2:19]1. The reactants are COc1ccc(O)c([N+](=O)[O-])c1, CCO, CO, ClCCl, ClCCl, [H-], [Na+], CCOC(=O)C1OC1c1ccccc1. Yields the product CCOC(=O)C(O)C(Oc1ccc(OC)cc1[N+](=O)[O-])c1ccccc1. Reaction SMILES: [CH3:1][O:2][c:3]1[cH:4][c:5]([N+:10](=[O:11])[O-:12])[c:6]([OH:9])[cH:7][cH:8]1.[CH3:27][CH2:28][OH:29].[CH3:35][OH:36].[Cl:32][CH2:33][Cl:34].[Cl:37][CH2:38][Cl:39].[H-:30].[Na+:31].[c:13]1([CH:19]2[CH:20]([C:22](=[O:23])[O:24][CH2:25][CH3:26])[O:21]2)[cH:14][cH:15][cH:16][cH:17][cH:18]1>>[CH3:1][O:2][c:3]1[cH:4][c:5]([N+:10](=[O:11])[O-:12])[c:6]([O:9][CH:19]([c:13]2[cH:14][cH:15][cH:16][cH:17][cH:18]2)[CH:20]([OH:21])[C:22](=[O:23])[O:24][CH2:25][CH3:26])[cH:7][cH:8]1.